Dataset: the Open Reaction Database (ORD), a public repository of structured organic reaction records. Task: describe an organic reaction: reactants, conditions, products, and yield The reactants are Example 12 ( i ), NCC=1C=C2C(=CNC2=CC1)CCCN1C(C2=CC=CC=C2C1=O)=O (2-[3-[5-(aminomethyl)-1H-indol-3-yl]propyl]-1H-isoindole-1,3(2H)-dione), S(=O)(=O)([O-])[O-] (sulphate), C(C)(=O)OC=O (formic acetic anhydride). Run in N1=CC=CC=C1 (pyridine). The product is O=C1N(C(C2=CC=CC=C12)=O)CCCC1=CNC2=CC=C(C=C12)CNC=O (N-[[3-[3-(1,3-Dihydro-1,3-dioxo-2H-isoindol-2-yl)propyl]-1H-indol-5-yl]methyl]formamide). RXN SMILES: [NH2:1][CH2:2][C:3]1[CH:4]=[C:5]2[C:9](=[CH:10][CH:11]=1)[NH:8][CH:7]=[C:6]2[CH2:12][CH2:13][CH2:14][N:15]1[C:23](=[O:24])[C:22]2[C:17](=[CH:18][CH:19]=[CH:20][CH:21]=2)[C:16]1=[O:25].S([O-])([O-])(=O)=O.[C:31](OC=O)(=[O:33])C>N1C=CC=CC=1>[O:24]=[C:23]1[C:22]2[C:17](=[CH:18][CH:19]=[CH:20][CH:21]=2)[C:16](=[O:25])[N:15]1[CH2:14][CH2:13][CH2:12][C:6]1[C:5]2[C:9](=[CH:10][CH:11]=[C:3]([CH2:2][NH:1][CH:31]=[O:33])[CH:4]=2)[NH:8][CH:7]=1. Reported procedure: Following the method described in Example 12 (i), a solution of 2-[3-[5-(aminomethyl)-1H-indol-3-yl]propyl]-1H-isoindole-1,3(2H)-dione, sulphate (0.75 g) was reacted with formic acetic anhydride (15 ml) in pyridine (27.5 ml) to give the title compound as a yellow solid (0.49 g) m.p. 150°-152° after crystallisation from ethyl acetate. Product: Cc1cccc(Cc2c[nH]cn2)c1C. The reactants are CC(=O)n1cnc(Cc2cccc(C)c2C)c1, Cl. RXN SMILES: [CH3:1][c:2]1[c:3]([CH2:4][c:5]2[n:6][cH:7][n:8]([C:10](=[O:11])[CH3:12])[cH:9]2)[cH:13][cH:14][cH:15][c:16]1[CH3:17].[ClH:18]>>[CH3:1][c:2]1[c:3]([CH2:4][c:5]2[n:6][cH:7][nH:8][cH:9]2)[cH:13][cH:14][cH:15][c:16]1[CH3:17]. Reactants: ClCCCC1(OCCCO1)C1=CC=C(C=C1)F (2-(3-chloropropyl)-2-(4-fluorophenyl)-1,3-dioxane), N1(CCNCC1)C1=NSC2=C1C=CC=C2 (3-(1-piperazinyl)-1,2-benzisothiazole), C([O-])([O-])=O.[K+].[K+] (potassium carbonate), [I-].[K+] (potassium iodide), Cl (hydrochloric acid). Run in C(C)#N (acetonitrile), C(C)O (ethanol), C(C)#N (Acetonitrile). The product is Cl.S1N=C(C2=C1C=CC=C2)N2CCN(CC2)CCCC(=O)C2=CC=C(C=C2)F (4-[4-(1,2-benzisothiazol-3-yl)-1-piperazinyl]-1-(4-fluorophenyl)-1-butanone hydrochloride). As a reaction SMILES: [Cl:1][CH2:2][CH2:3][CH2:4][C:5]1([C:11]2[CH:16]=[CH:15][C:14]([F:17])=[CH:13][CH:12]=2)[O:10]CCCO1.[N:18]1([C:24]2[C:28]3[CH:29]=[CH:30][CH:31]=[CH:32][C:27]=3[S:26][N:25]=2)[CH2:23][CH2:22][NH:21][CH2:20][CH2:19]1.C(=O)([O-])[O-].[K+].[K+].[I-].[K+].Cl>C(#N)C.C(O)C>[ClH:1].[S:26]1[C:27]2[CH:32]=[CH:31][CH:30]=[CH:29][C:28]=2[C:24]([N:18]2[CH2:19][CH2:20][N:21]([CH2:2][CH2:3][CH2:4][C:5]([C:11]3[CH:12]=[CH:13][C:14]([F:17])=[CH:15][CH:16]=3)=[O:10])[CH2:22][CH2:23]2)=[N:25]1 |f:2.3.4,5.6,10.11|. Procedure: Title product hydrochloride. A mixture of 2-(3-chloropropyl)-2-(4-fluorophenyl)-1,3-dioxane (4.31 g., 0.0176 mole), 3-(1-piperazinyl)-1,2-benzisothiazole (3.86 g., 0.0176 mole), powdered potassium carbonate (2.43 g., 0.0176 mole) and potassium iodide (0.88 g., 0.0053 mole) in 180 ml. of dry acetonitrile is refluxed for a 20 hr. period. The reaction mixture is filtered, concentrated in vacuo and residual oil dissolved in chloroform and filtered. Concentration of the filtrate affords an oily resid... Reactants: CON(C)C(=O)c1ccc([N+](=O)[O-])c(NC2CCCC2)c1, CCO, O=C[O-], [NH4+]. Product: CON(C)C(=O)c1ccc(N)c(NC2CCCC2)c1. As a reaction SMILES: [CH3:1][O:2][N:3]([C:4]([c:5]1[cH:6][c:7]([NH:14][CH:15]2[CH2:16][CH2:17][CH2:18][CH2:19]2)[c:8]([N+:11]([O-:12])=[O:13])[cH:9][cH:10]1)=[O:20])[CH3:21].[CH3:26][CH2:27][OH:28].[CH:22]([O-:23])=[O:24].[NH4+:25]>>[CH3:1][O:2][N:3]([C:4]([c:5]1[cH:6][c:7]([NH:14][CH:15]2[CH2:16][CH2:17][CH2:18][CH2:19]2)[c:8]([NH2:11])[cH:9][cH:10]1)=[O:20])[CH3:21]. The reactants are CC(C)CC(O)C(=O)NCC#N, CCOC(C)=O, N=C(OC(c1ccc(Br)cc1)C1CCCCC1)C(Cl)(Cl)Cl, ClCCl, Cc1ccc(S(=O)(=O)[O-])cc1, c1cc[nH+]cc1. The product is CC(C)CC(OC(c1ccc(Br)cc1)C1CCCCC1)C(=O)NCC#N. RXN SMILES: [C:22](#[N:23])[CH2:24][NH:25][C:26]([CH:27]([CH2:28][CH:29]([CH3:30])[CH3:31])[OH:32])=[O:33].[CH3:54][CH2:55][O:56][C:57]([CH3:58])=[O:59].[Cl:1][C:2]([Cl:3])([Cl:4])[C:19](=[NH:20])[O:21][CH:5]([CH:6]1[CH2:7][CH2:8][CH2:9][CH2:10][CH2:11]1)[c:12]1[cH:13][cH:14][c:15]([Br:18])[cH:16][cH:17]1.[Cl:51][CH2:52][Cl:53].[c:34]1([CH3:35])[cH:36][cH:37][c:38]([S:39]([O-:40])(=[O:41])=[O:42])[cH:43][cH:44]1.[nH+:45]1[cH:46][cH:47][cH:48][cH:49][cH:50]1>>[CH:5]([CH:6]1[CH2:7][CH2:8][CH2:9][CH2:10][CH2:11]1)([c:12]1[cH:13][cH:14][c:15]([Br:18])[cH:16][cH:17]1)[O:32][CH:27]([C:26]([NH:25][CH2:24][C:22]#[N:23])=[O:33])[CH2:28][CH:29]([CH3:30])[CH3:31]. The reactants are CCCCC1=NC=C(N1CC=2C=CC(=CC2)C(=O)O)/C=C(\CC3=CC=CS3)/C(=O)O (Eprosartan), CS(=O)(=O)O (methanesulfonic acid). Conditions: temperature 67.5 celsius. The product is O.O.CS(=O)(=O)O.C(CCC)C=1N(C(=CN1)\C=C(\C(=O)O)/CC=1SC=CC1)CC1=CC=C(C=C1)C(=O)O ((E)-α-[2-n-Butyl-1-[(4-carboxyphenyl)methyl]-1H-imidazol-5-yl]methylene-2-thiophenepropionic Acid Monomethanesulfonate Dihydrate). RXN SMILES: [CH3:1][CH2:2][CH2:3][CH2:4][C:5]1[N:9]([CH2:10][C:11]2[CH:12]=[CH:13][C:14]([C:17]([OH:19])=[O:18])=[CH:15][CH:16]=2)[C:8](/[CH:20]=[C:21](/[C:28]([OH:30])=[O:29])\[CH2:22][C:23]2[S:27][CH:26]=[CH:25][CH:24]=2)=[CH:7][N:6]=1.[CH3:31][S:32]([OH:35])(=[O:34])=[O:33]>>[OH2:18].[OH2:33].[CH3:31][S:32]([OH:35])(=[O:34])=[O:33].[CH2:4]([C:5]1[N:9]([CH2:10][C:11]2[CH:16]=[CH:15][C:14]([C:17]([OH:19])=[O:18])=[CH:13][CH:12]=2)[C:8](/[CH:20]=[C:21](\[CH2:22][C:23]2[S:27][CH:26]=[CH:25][CH:24]=2)/[C:28]([OH:30])=[O:29])=[CH:7][N:6]=1)[CH2:3][CH2:2][CH3:1] |f:2.3.4.5|. Reported procedure: Eprosartan anhydrate was suspended in an aqueous solution of 3.0 M methanesulfonic acid. The suspension was continuously stirred and heated to 65-70° C. The filtrate obtained by suction was maintained at 75° C. for several minutes to ensure the absence of the anhydrate in solution. The solution was slowly cooled to ambient temperature and clear colorless crystalline drug substance was harvested by filtration and air dried. Starting materials: CN(C)c1ccc(CNc2ccccc2)cc1, CC(C)c1cccc(C(C)C)c1N=C=O. Product: CC(C)c1cccc(C(C)C)c1NC(=O)N(Cc1ccc(N(C)C)cc1)c1ccccc1. RXN SMILES: [CH3:1][N:2]([c:3]1[cH:4][cH:5][c:6]([CH2:9][NH:10][c:11]2[cH:12][cH:13][cH:14][cH:15][cH:16]2)[cH:7][cH:8]1)[CH3:17].[CH:18]([CH3:19])([CH3:20])[c:21]1[c:22]([N:30]=[C:31]=[O:32])[c:23]([CH:27]([CH3:28])[CH3:29])[cH:24][cH:25][cH:26]1>>[CH3:1][N:2]([c:3]1[cH:4][cH:5][c:6]([CH2:9][N:10]([c:11]2[cH:12][cH:13][cH:14][cH:15][cH:16]2)[C:31]([NH:30][c:22]2[c:21]([CH:18]([CH3:19])[CH3:20])[cH:26][cH:25][cH:24][c:23]2[CH:27]([CH3:28])[CH3:29])=[O:32])[cH:7][cH:8]1)[CH3:17].